This data is from the Open Reaction Database (ORD), a public repository of structured organic reaction records. The task is: describe an organic reaction: reactants, conditions, products, and yield Starting materials: CC(C)(C)c1cc(NC(=O)Nc2ccc(-c3cnc4cc(-c5ccc(C(=O)N6CCNCC6)cc5)ccn34)cc2F)no1, [BH3-]C#N, CC(C)=O, CC(=O)O, CO, Cl, [Na+]. Reaction SMILES: [C:2]([CH3:3])([CH3:4])([CH3:5])[c:6]1[cH:7][c:8]([NH:11][C:12](=[O:13])[NH:14][c:15]2[c:16]([F:44])[cH:17][c:18](-[c:21]3[cH:22][n:23][c:24]4[n:25]3[cH:26][cH:27][c:28](-[c:30]3[cH:31][cH:32][c:33]([C:36](=[O:37])[N:38]5[CH2:39][CH2:40][NH:41][CH2:42][CH2:43]5)[cH:34][cH:35]3)[cH:29]4)[cH:19][cH:20]2)[n:9][o:10]1.[C:53]([BH3-:54])#[N:55].[CH3:45][C:46]([CH3:47])=[O:48].[CH3:49][C:50](=[O:51])[OH:52].[CH3:57][OH:58].[ClH:1].[Na+:56]>>[C:2]([CH3:3])([CH3:4])([CH3:5])[c:6]1[cH:7][c:8]([NH:11][C:12](=[O:13])[NH:14][c:15]2[c:16]([F:44])[cH:17][c:18](-[c:21]3[cH:22][n:23][c:24]4[n:25]3[cH:26][cH:27][c:28](-[c:30]3[cH:31][cH:32][c:33]([C:36](=[O:37])[N:38]5[CH2:39][CH2:40][N:41]([CH:46]([CH3:45])[CH3:47])[CH2:42][CH2:43]5)[cH:34][cH:35]3)[cH:29]4)[cH:19][cH:20]2)[n:9][o:10]1. The product is CC(C)N1CCN(C(=O)c2ccc(-c3ccn4c(-c5ccc(NC(=O)Nc6cc(C(C)(C)C)on6)c(F)c5)cnc4c3)cc2)CC1. Reactants: CN(C)C=O, CCOC(=O)C(C)(C)c1nc2ccc(Cl)nn2c1Cl, [H-], [Na+], O, OCCCN1CCC(OC(c2ccccc2)c2ccccc2)CC1. Product: CCOC(=O)C(C)(C)c1nc2ccc(OCCCN3CCC(OC(c4ccccc4)c4ccccc4)CC3)nn2c1Cl. Reaction SMILES: [CH3:47][N:48]([CH3:49])[CH:50]=[O:51].[Cl:27][c:28]1[c:29]([C:38]([C:39](=[O:40])[O:41][CH2:42][CH3:43])([CH3:44])[CH3:45])[n:30][c:31]2[n:32]1[n:33][c:34]([Cl:37])[cH:35][cH:36]2.[H-:25].[Na+:26].[OH2:46].[c:1]1([CH:7]([O:8][CH:9]2[CH2:10][CH2:11][N:12]([CH2:15][CH2:16][CH2:17][OH:18])[CH2:13][CH2:14]2)[c:19]2[cH:20][cH:21][cH:22][cH:23][cH:24]2)[cH:2][cH:3][cH:4][cH:5][cH:6]1>>[c:1]1([CH:7]([O:8][CH:9]2[CH2:10][CH2:11][N:12]([CH2:15][CH2:16][CH2:17][O:18][c:34]3[n:33][n:32]4[c:28]([Cl:27])[c:29]([C:38]([C:39](=[O:40])[O:41][CH2:42][CH3:43])([CH3:44])[CH3:45])[n:30][c:31]4[cH:36][cH:35]3)[CH2:13][CH2:14]2)[c:19]2[cH:20][cH:21][cH:22][cH:23][cH:24]2)[cH:2][cH:3][cH:4][cH:5][cH:6]1. The reactants are COC(=O)C=1N(C2=CC=C(C=C2C1O)OC)C1=CC=CC=C1 (3-hydroxy-5-methoxy-1-phenyl-1H-indole-2-carboxylic acid methyl ester), C([O-])([O-])=O.[K+].[K+] (potassium carbonate), C(C1=CC=CC=C1)Br (benzyl bromide). The solvent is CC(=O)C (acetone). The product is crude residue, COC(=O)C=1N(C2=CC=C(C=C2C1OCC1=CC=CC=C1)OC)C1=CC=CC=C1 (5-methoxy-1-phenyl-3-(phenylmethoxy)-1H-indole-2-carboxylic acid methyl ester). As a reaction SMILES: [CH3:1][O:2][C:3]([C:5]1[N:6]([C:17]2[CH:22]=[CH:21][CH:20]=[CH:19][CH:18]=2)[C:7]2[C:12]([C:13]=1[OH:14])=[CH:11][C:10]([O:15][CH3:16])=[CH:9][CH:8]=2)=[O:4].C(=O)([O-])[O-].[K+].[K+].[CH2:29](Br)[C:30]1[CH:35]=[CH:34][CH:33]=[CH:32][CH:31]=1>CC(C)=O>[CH3:1][O:2][C:3]([C:5]1[N:6]([C:17]2[CH:22]=[CH:21][CH:20]=[CH:19][CH:18]=2)[C:7]2[C:12]([C:13]=1[O:14][CH2:29][C:30]1[CH:35]=[CH:34][CH:33]=[CH:32][CH:31]=1)=[CH:11][C:10]([O:15][CH3:16])=[CH:9][CH:8]=2)=[O:4] |f:1.2.3|. Procedure details: A mixture of 155 g (0.52 mole) of 3-hydroxy-5-methoxy-1-phenyl-1H-indole-2-carboxylic acid methyl ester [P. C. Unangst and M. E. Carethers, J. Heterocyclic Chem., 21, 709 (1984)], 83.0 g (0.60 mole) of anhydrous potassium carbonate, and 68 ml (97.8 g; 0.57 mole) of benzyl bromide in 2250 ml of acetone was stirred at reflux for 20 hours. The mixture was cooled, filtered, and the filter cake was washed several times with fresh acetone. The combined filtrates were evaporated (vacuum) to yield a cru...